From a dataset of the Open Reaction Database (ORD), a public repository of structured organic reaction records. describe an organic reaction: reactants, conditions, products, and yield Reactants: C(C)(=O)SC[C@@H]1C(N[C@H](CCCCCC1)C(=O)O)=O (trans 3-(acetylthiomethyl)-2-oxo-1-azacyclodecane-10-carboxylic acid), ON1N=NC2=C1C=CC=C2 (1-hydroxybenzotriazole), CN1CCOCC1 (4-methylmorpholine), Cl.C(C)OC([C@H]1NC[C@@H](C1)O)=O (L-hydroxyproline ethyl ester hydrochloride), Cl.CN(C)CCCN=C=NCC (N-[dimethylaminopropyl]-N'-ethylcarbodiimide hydrochloride). The solvent is C(Cl)Cl (methylene chloride), C(Cl)Cl (methylene chloride). Reaction conditions: temperature 0 celsius, time 8 hour. The product is C(C)OC([C@H]1N(C[C@@H](C1)O)C(=O)[C@H]1CCCCCC[C@@H](C(N1)=O)CSC(C)=O)=O (N-[[trans 3-(acetylthiomethyl)-2-oxo-1-azacyclodecan-10-yl]-carbonyl]-trans 4-hydroxy-L-proline ethyl ester), ml,CH2Cl2. As a reaction SMILES: [C:1]([S:4][CH2:5][C@H:6]1[CH2:15][CH2:14][CH2:13][CH2:12][CH2:11][CH2:10][C@H:9]([C:16]([OH:18])=O)[NH:8][C:7]1=[O:19])(=[O:3])[CH3:2].ON1C2C=CC=CC=2N=N1.CN1CCOCC1.Cl.[CH2:38]([O:40][C:41](=[O:48])[C@@H:42]1[CH2:46][C@@H:45]([OH:47])[CH2:44][NH:43]1)[CH3:39].Cl.CN(CCCN=C=NCC)C>C(Cl)Cl>[CH2:38]([O:40][C:41](=[O:48])[C@@H:42]1[CH2:46][C@@H:45]([OH:47])[CH2:44][N:43]1[C:16]([C@@H:9]1[NH:8][C:7](=[O:19])[C@@H:6]([CH2:5][S:4][C:1](=[O:3])[CH3:2])[CH2:15][CH2:14][CH2:13][CH2:12][CH2:11][CH2:10]1)=[O:18])[CH3:39] |f:3.4,5.6|. Reported procedure: The enantiomer of trans 3-(acetylthiomethyl)-2-oxo-1-azacyclodecane-10-carboxylic acid of Example 16 (0.23 g, 0.80 mmol), 1-hydroxybenzotriazole (0.11 g, 0.80 mmol), 4-methylmorpholine (0.22 mL, 2.0 mmol), and L-hydroxyproline ethyl ester hydrochloride (0.16 g, 0.80 mmol) are dissolved in methylene chloride (5.0 mL), and the reaction is cooled to 0° C. To this solution is added N-[dimethylaminopropyl]-N'-ethylcarbodiimide hydrochloride (0.31 g, 1.60 mmol), and the reaction is allowed to warm up ... Reactants: CCOC(=O)C1CCC(N2C(=O)N(c3c(F)c(OC)cc(OC)c3F)Cc3cnc(NC)nc32)CC1, CO, [Na+], [OH-], O. The product is CNc1ncc2c(n1)N(C1CCC(C(=O)O)CC1)C(=O)N(c1c(F)c(OC)cc(OC)c1F)C2. RXN SMILES: [CH2:1]([CH3:2])[O:3][C:4](=[O:5])[CH:6]1[CH2:7][CH2:8][CH:9]([N:12]2[C:13](=[O:36])[N:14]([c:24]3[c:25]([F:35])[c:26]([O:33][CH3:34])[cH:27][c:28]([O:31][CH3:32])[c:29]3[F:30])[CH2:15][c:16]3[c:17]2[n:18][c:19]([NH:22][CH3:23])[n:20][cH:21]3)[CH2:10][CH2:11]1.[CH3:37][OH:38].[Na+:40].[OH-:39].[OH2:41]>>[O:3]=[C:4]([OH:5])[CH:6]1[CH2:7][CH2:8][CH:9]([N:12]2[C:13](=[O:36])[N:14]([c:24]3[c:25]([F:35])[c:26]([O:33][CH3:34])[cH:27][c:28]([O:31][CH3:32])[c:29]3[F:30])[CH2:15][c:16]3[c:17]2[n:18][c:19]([NH:22][CH3:23])[n:20][cH:21]3)[CH2:10][CH2:11]1. The reactants are NC1=CC=C2C(C(N(C2=C1)CC)=O)(C)C (6-amino-1-ethyl-3,3-dimethylindolin-2-one), NC1=CC=C2C(C(N(C2=C1)CC)=O)(C)C (6-amino-1-ethyl-3,3-dimethylindolin-2-one), C(C1=CN=CC=C1)(=O)O (nicotinic acid). Yields the product C(C)N1C(C(C2=CC=C(C=C12)NC(C1=CN=CC=C1)=O)(C)C)=O (N-(1-Ethyl-3,3-dimethyl-2-oxoindolin-6-yl)nicotinamide). Reaction SMILES: [NH2:1][C:2]1[CH:10]=[C:9]2[C:5]([C:6]([CH3:15])([CH3:14])[C:7](=[O:13])[N:8]2[CH2:11][CH3:12])=[CH:4][CH:3]=1.[C:16](O)(=[O:23])[C:17]1[CH:22]=[CH:21][CH:20]=[N:19][CH:18]=1>>[CH2:11]([N:8]1[C:9]2[C:5](=[CH:4][CH:3]=[C:2]([NH:1][C:16](=[O:23])[C:17]3[CH:22]=[CH:21][CH:20]=[N:19][CH:18]=3)[CH:10]=2)[C:6]([CH3:14])([CH3:15])[C:7]1=[O:13])[CH3:12]. Procedure details: Prepared in analogy to example 17 from 6-amino-1-ethyl-3,3-dimethylindolin-2-one (G. Georges et al., US2006/142247 A1) and nicotinic acid. The title compound was obtained as white solid.